From a dataset of the Open Reaction Database (ORD), a public repository of structured organic reaction records. describe an organic reaction: reactants, conditions, products, and yield Starting materials: C(C)OC=1O[C@@H]2[C@H](N1)CC1=CC=CC=C12 ((±) cis-2-ethoxy-3a,8b-dihydro-4H-indeno[2,1-d]oxazole), C1(=CC=CC=C1)S (thiophenol). Reagents/catalysts: O.C1(=CC=C(C=C1)S(=O)(=O)O)C (p-toluenesulfonic acid monohydrate). Solvent: C(C)OCC (diethyl ether), C1(=CC=CC=C1)C (toluene). Run at temperature 60 celsius, time 5 hour. Yields the product C1(=CC=CC=C1)S[C@H]1[C@@H](CC2=CC=CC=C12)NC(=O)OCC ((±) trans 1-(Phenylthio)-2-ethoxycarbonylaminoindane). The yield is 89.3%. Reaction SMILES: [CH2:1]([O:3][C:4]1[O:5][C@H:6]2[C:15]3[C:10](=[CH:11][CH:12]=[CH:13][CH:14]=3)[CH2:9][C@H:7]2[N:8]=1)[CH3:2].[C:16]1([SH:22])[CH:21]=[CH:20][CH:19]=[CH:18][CH:17]=1>C1(C)C=CC=CC=1.C(OCC)C.O.C1(C)C=CC(S(O)(=O)=O)=CC=1>[C:16]1([S:22][C@@H:6]2[C:15]3[C:10](=[CH:11][CH:12]=[CH:13][CH:14]=3)[CH2:9][C@H:7]2[NH:8][C:4]([O:3][CH2:1][CH3:2])=[O:5])[CH:21]=[CH:20][CH:19]=[CH:18][CH:17]=1 |f:4.5|. Reported procedure: A solution of (±) cis-2-ethoxy-3a,8b-dihydro-4H-indeno[2,1-d]oxazole (1.0 g, 0.005 mol) in dry toluene (5 ml) was treated with thiophenol (0.55 g, 0.005 mol) and a catalytic amount of p-toluenesulfonic acid monohydrate (25 mg). The mixture was heated at 60° C. for 2 h and then at 80° C. for a further 5 h. The reaction was diluted with diethyl ether and washed with 5% NaOH (3×10 ml) followed by water (10 ml) and brine (10 ml). The organic phase was dried over Na2SO4 and concentrated in vacuo to g... Reactants: O.S([O-])(O)=O.[Na+].C(=O)C=O (glyoxal-sodium bisulfite hydrate), C1=NC=CC2=C(C=CC=C12)SC=1C=C(C(=CC1)N)N (4-(5-Isoquinolylsulfanyl)-1,2-benzenediamine), C([O-])([O-])=O.[K+].[K+] (Potassium carbonate). Run in O (water), O (water). Run at temperature 80 celsius, time 1 hour. The product is C1=NC=CC2=C(C=CC=C12)SC=1C=C2N=CC=NC2=CC1 (6-(5-isoquinolylsulfanyl)quinoxaline). Isolated yield 44.4%. As a reaction SMILES: [CH:1]1[C:10]2[C:5](=[C:6]([S:11][C:12]3[CH:13]=[C:14]([NH2:19])[C:15]([NH2:18])=[CH:16][CH:17]=3)[CH:7]=[CH:8][CH:9]=2)[CH:4]=[CH:3][N:2]=1.O.S(=O)(O)[O-].[Na+].[CH:26]([CH:28]=O)=O.C(=O)([O-])[O-].[K+].[K+]>O>[CH:1]1[C:10]2[C:5](=[C:6]([S:11][C:12]3[CH:13]=[C:14]4[C:15](=[CH:16][CH:17]=3)[N:18]=[CH:28][CH:26]=[N:19]4)[CH:7]=[CH:8][CH:9]=2)[CH:4]=[CH:3][N:2]=1 |f:1.2.3.4,5.6.7|. Procedure: 4-(5-Isoquinolylsulfanyl)-1,2-benzenediamine 200 mg (0.7 mmol) was dissolved in water 10 ml, a water solution 6 ml of glyoxal-sodium bisulfite hydrate 580 mg (2.3 mmol) was added, and the mixture was stirred for 1 hour at 80° C. Potassium carbonate was added to the reaction solution to alkalize the solution, and the solution was extracted with ethyl acetate. The organic layer was washed with saturated sodium chloride, and concentrated under reduced pressure. The resulting residue was purified by... Starting materials: ClC(COC(=O)[C@H]1NN(CCC1)C([C@H](CO[Si](C1=CC=CC=C1)(C1=CC=CC=C1)C(C)(C)C)NC([C@H](C(C)C)NC(=O)OC(C)(C)C)=O)=O)(Cl)Cl ((S)-1-[(S)-2-((S)-2-tert-butoxycarbonylamino-3-methyl-butyrylamino)-3-(tert-butyl-diphenyl-silanyloxy)-propionyl]-hexahydro-pyridazine-3-carboxylic acid 2,2,2-trichloro-ethyl ester), FC(S(=O)(=O)O[Si](C)(C)C)(F)F (trimethylsilyl trifluoromethanesulfonate), C(C)(C)N(C(C)C)CC (N,N-diisopropylethylamine). Solvent: ClCCl (dichloromethane). Conditions: temperature 0 celsius, time 2 hour. Product: ClC(COC(=O)[C@H]1NN(CCC1)C([C@H](CO[Si](C1=CC=CC=C1)(C1=CC=CC=C1)C(C)(C)C)NC([C@H](C(C)C)N)=O)=O)(Cl)Cl ((S)-1-[(S)-2-((S)-2-amino-3-methyl-butyrylamino)-3-(tert-butyl-diphenyl-silanyloxy)-propionyl]-hexahydro-pyridazine-3-carboxylic acid 2,2,2-trichloro-ethyl ester). RXN SMILES: [Cl:1][C:2]([Cl:51])([Cl:50])[CH2:3][O:4][C:5]([C@@H:7]1[CH2:12][CH2:11][CH2:10][N:9]([C:13](=[O:49])[C@@H:14]([NH:34][C:35](=[O:48])[C@@H:36]([NH:40]C(OC(C)(C)C)=O)[CH:37]([CH3:39])[CH3:38])[CH2:15][O:16][Si:17]([C:30]([CH3:33])([CH3:32])[CH3:31])([C:24]2[CH:29]=[CH:28][CH:27]=[CH:26][CH:25]=2)[C:18]2[CH:23]=[CH:22][CH:21]=[CH:20][CH:19]=2)[NH:8]1)=[O:6].FC(F)(F)S(O[Si](C)(C)C)(=O)=O.C(N(CC)C(C)C)(C)C>ClCCl>[Cl:51][C:2]([Cl:1])([Cl:50])[CH2:3][O:4][C:5]([C@@H:7]1[CH2:12][CH2:11][CH2:10][N:9]([C:13](=[O:49])[C@@H:14]([NH:34][C:35](=[O:48])[C@@H:36]([NH2:40])[CH:37]([CH3:39])[CH3:38])[CH2:15][O:16][Si:17]([C:30]([CH3:32])([CH3:33])[CH3:31])([C:18]2[CH:23]=[CH:22][CH:21]=[CH:20][CH:19]=2)[C:24]2[CH:29]=[CH:28][CH:27]=[CH:26][CH:25]=2)[NH:8]1)=[O:6]. Procedure: To a solution of (S)-1-[(S)-2-((S)-2-tert-butoxycarbonylamino-3-methyl-butyrylamino)-3-(tert-butyl-diphenyl-silanyloxy)-propionyl]-hexahydro-pyridazine-3-carboxylic acid 2,2,2-trichloro-ethyl ester (450 mg, 0.57 mmol) in anhydrous dichloromethane (10 mL) at 0° C. and under an atmosphere of nitrogen, was added trimethylsilyl trifluoromethanesulfonate (156 μL, 0.86 mmol). The reaction mixture was stirred at 0° C. for 2 h before adding N,N-diisopropylethylamine (410 μL, 2.30 mmol) and then concentr... Reactants: Cl (hydrochloric acid), C[C@@H]1CC[C@H]2C[C@@H](/C(=C/C=C/C=C/[C@H](C[C@H](C(=O)[C@@H]([C@@H](/C(=C/[C@H](C(=O)C[C@H](OC(=O)[C@@H]3CCCCN3C(=O)C(=O)[C@@]1(O2)O)[C@H](C)C[C@@H]4CC[C@H]([C@@H](C4)OC)O)C)/C)O)OC)C)C)/C)OC (sirolimus), C(C)N(C(C)C)C(C)C (ethyl di-isopropyl amine), O(S(=O)(=O)C(F)(F)F)CCOCC (2-ethoxyethyl triflate). Run in C(C)(=O)OCC (ethyl acetate), C(Cl)Cl (methylene chloride). Reaction conditions: temperature 60 celsius, time 1 hour. The product is CCOCCO[C@@H]1CCC(C[C@H]1OC)C[C@@H](C)C2CC(=O)[C@@H](/C=C(/[C@H]([C@H](C(=O)[C@@H](CC(/C=C/C=C/C=C(/[C@H](C[C@@H]3CC[C@H]([C@@](O3)(C(=O)C(=O)N4CCCC[C@H]4C(=O)O2)O)C)OC)\C)C)C)OC)O)\C)C (Biolimus A9). Yield: 44.5%. As a reaction SMILES: [CH3:1][C@H:2]1[C@@:41]2([OH:43])[O:42][C@H:5]([CH2:6][C@H:7]([O:64][CH3:65])[C:8]([CH3:63])=[CH:9][CH:10]=[CH:11][CH:12]=[CH:13][C@@H:14]([CH3:62])[CH2:15][C@@H:16]([CH3:61])[C:17]([C@H:19]([O:59][CH3:60])[C@H:20]([OH:58])[C:21]([CH3:57])=[CH:22][C@@H:23]([CH3:56])[C:24]([CH2:26][C@@H:27]([C@@H:44]([CH2:46][C@H:47]3[CH2:52][C@@H:51]([O:53][CH3:54])[C@H:50]([OH:55])[CH2:49][CH2:48]3)[CH3:45])[O:28][C:29]([C@H:31]3[N:36]([C:37]([C:39]2=[O:40])=[O:38])[CH2:35][CH2:34][CH2:33][CH2:32]3)=[O:30])=[O:25])=[O:18])[CH2:4][CH2:3]1.C(N(C(C)C)C(C)C)C.O([CH2:83][CH2:84][O:85][CH2:86][CH3:87])S(C(F)(F)F)(=O)=O.Cl>C(OCC)(=O)C.C(Cl)Cl>[CH3:83][CH2:84][O:85][CH2:86][CH2:87][O:55][C@H:50]1[C@H:51]([O:53][CH3:54])[CH2:52][CH:47]([CH2:46][C@H:44]([CH:27]2[O:28][C:29](=[O:30])[C@H:31]3[N:36]([CH2:35][CH2:34][CH2:33][CH2:32]3)[C:37](=[O:38])[C:39](=[O:40])[C@:41]3([OH:43])[O:42][C@@H:5]([CH2:4][CH2:3][C@H:2]3[CH3:1])[CH2:6][C@H:7]([O:64][CH3:65])[C:8]([CH3:63])=[CH:9][CH:10]=[CH:11][CH:12]=[CH:13][CH:14]([CH3:62])[CH2:15][C@@H:16]([CH3:61])[C:17](=[O:18])[C@H:19]([O:59][CH3:60])[C@H:20]([OH:58])[C:21]([CH3:57])=[CH:22][C@@H:23]([CH3:56])[C:24](=[O:25])[CH2:26]2)[CH3:45])[CH2:48][CH2:49]1. Reported procedure: In a reaction flask, sirolimus (1 g, 1.1 mmol), ethyl di-isopropyl amine (7.8 g, 60.3 mmol), methylene chloride (3.5 ml) and 2-ethoxyethyl triflate (2.0 g, 8.8 mmol) as previously made in Example 3A were added into the flask, which is filled with nitrogen gas. The reaction mixture is heated to 60° C. and is agitated for one hour and twenty minutes. Then, it is cooled, added with ethyl acetate (100 ml) and aqueous solution of hydrochloric acid (1N, 100 ml) and is further agitated. After agitation... As a reaction SMILES: [CH3:23][CH2:24][OH:25].[Cl:15][CH2:16][c:17]1[cH:18][cH:19][cH:20][cH:21][cH:22]1.[Cl:2][c:3]1[c:4]([S:12](=[O:13])[OH:14])[cH:5][c:6]([N+:9](=[O:10])[O-:11])[cH:7][cH:8]1.[Na:1]>>[Cl:2][c:3]1[c:4]([S:12](=[O:13])(=[O:14])[CH2:16][c:17]2[cH:18][cH:19][cH:20][cH:21][cH:22]2)[cH:5][c:6]([N+:9](=[O:10])[O-:11])[cH:7][cH:8]1. The reactants are CCO, ClCc1ccccc1, O=[N+]([O-])c1ccc(Cl)c(S(=O)O)c1, [Na]. The product is O=[N+]([O-])c1ccc(Cl)c(S(=O)(=O)Cc2ccccc2)c1.